Dataset: the Open Reaction Database (ORD), a public repository of structured organic reaction records. Task: describe an organic reaction: reactants, conditions, products, and yield Starting materials: [H-].[Al+3].[Li+].[H-].[H-].[H-] (lithium aluminum hydride), ClC1=C(C=CC=C1)N1N=C(C(=C1)C(=O)OC)C (methyl 1-(2-chlorophenyl)-3-methyl-1H-pyrazole-4-carboxylate), ClC1=C(C=CC=C1)N1N=C(C(=C1)C(=O)OC)C (methyl 1-(2-chlorophenyl)-3-methyl-1H-pyrazole-4-carboxylate), ice. The reagents and catalysts are [O-2].[O-2].[Mn+4] (manganese dioxide). Solvent: O1CCCC1 (tetrahydrofuran), C1(=CC=CC=C1)C (toluene), O1CCCC1 (tetrahydrofuran). Reaction conditions: time 1 hour. The product is ClC1=C(C=CC=C1)N1N=C(C(=C1)C=O)C (1-(2-chlorophenyl)-3-methyl-1H-pyrazole-4-carbaldehyde). Yield: 15.3%. RXN SMILES: [Cl:1][C:2]1[CH:7]=[CH:6][CH:5]=[CH:4][C:3]=1[N:8]1[CH:12]=[C:11]([C:13](OC)=[O:14])[C:10]([CH3:17])=[N:9]1.[H-].[Al+3].[Li+].[H-].[H-].[H-]>O1CCCC1.C1(C)C=CC=CC=1.[O-2].[O-2].[Mn+4]>[Cl:1][C:2]1[CH:7]=[CH:6][CH:5]=[CH:4][C:3]=1[N:8]1[CH:12]=[C:11]([CH:13]=[O:14])[C:10]([CH3:17])=[N:9]1 |f:1.2.3.4.5.6,9.10.11|. Reported procedure: A solution (20 mL) of methyl 1-(2-chlorophenyl)-3-methyl-1H-pyrazole-4-carboxylate (2.0 g) synthesized in the above-mentioned (1) in tetrahydrofuran was added to an ice-cooled solution (20 mL) of lithium aluminum hydride (0.30 g) in tetrahydrofuran. The ice bath was removed, and the reaction mixture was stirred at room temperature for 1 hr. The mixture was ice-cooled again, and water (0.80 mL), 1N aqueous sodium hydroxide solution (4.0 mL) and water (0.80 mL) were successively added dropwise to ... Starting materials: C(C)C(C=C)(CCOC(C)CC)O (3-ethyl-5-sec.butoxy-1-penten-3-ol), Br (hydrobromic acid), BrCC=C(CCOC(C)CC)CC (1-bromo-3-ethyl-5-sec.butoxy-2-pentene), C1=CC=C(C(=C1)C=O)O (salicylic aldehyde), [OH-].[K+] (potassium hydroxide). The solvent is COCCOC (1,2-dimethoxy ethane). Product: C(C)C(=CCOC1=C(C=O)C=CC=C1)CCOC(C)CC (2-(3-Ethyl-5-sec. butoxy-2-pentenyloxy)-benzaldehyde). Reaction SMILES: [CH2:1]([C:3](O)([CH2:6][CH2:7][O:8][CH:9]([CH2:11][CH3:12])[CH3:10])[CH:4]=[CH2:5])[CH3:2].Br.BrCC=C(CC)CCOC(CC)C.[CH:28]1[CH:33]=[C:32]([CH:34]=[O:35])[C:31]([OH:36])=[CH:30][CH:29]=1.[OH-].[K+]>COCCOC>[CH2:1]([C:3]([CH2:6][CH2:7][O:8][CH:9]([CH2:11][CH3:12])[CH3:10])=[CH:4][CH2:5][O:36][C:31]1[CH:30]=[CH:29][CH:28]=[CH:33][C:32]=1[CH:34]=[O:35])[CH3:2] |f:4.5|. Reported procedure: 9.3 g (0.05 mol) of 3-ethyl-5-sec.butoxy-1-penten-3-ol are added dropwise at 5° in the course of 15 minutes and while stirring to 20 cc of 48% hydrobromic acid. After stirring the mixture vigorously at 5° to 10° for half an hour it is extracted with ether, the ether extract is extracted with 10% soda solution and subsequently with saturated solution of sodium chloride, is dried with potassium carbonate and concentrated by evaporation. The resulting 1-bromo-3-ethyl-5-sec.butoxy-2-pentene is added... Reactants: OO (H2O2), C(=O)(C(F)(F)F)OC(=O)C(F)(F)F (TFAA), O1CCN(CCC1)CCNC=1N=[N+](C2=C(N1)C=C1CCCC1=C2)[O-] (N-[2-(1,4-Oxazepan-4-yl)ethyl]-7,8-dihydro-6H-indeno[5,6-e][1,2,4]triazin-3-amine 1-Oxide), C(=O)(C(F)(F)F)O (TFA). Solvent: N (NH3), C(Cl)Cl (DCM), C(Cl)(Cl)Cl (CHCl3). Conditions: temperature 20 celsius, time 10 minute. Yields the product O1CCN(CCC1)CCNC=1N=[N+](C2=C([N+]1[O-])C=C1CCCC1=C2)[O-] (N-[2-(1,4-Oxazepan-4-yl)ethyl]-7,8-dihydro-6H-indeno[5,6-e][1,2,4]triazin-3-amine 1,4-Dioxide). Yield: 41.5%. RXN SMILES: OO.C(OC(C(F)(F)F)=O)(C(F)(F)F)=[O:4].[O:16]1[CH2:22][CH2:21][CH2:20][N:19]([CH2:23][CH2:24][NH:25][C:26]2[N:27]=[N+:28]([O-:39])[C:29]3[CH:38]=[C:37]4[C:33]([CH2:34][CH2:35][CH2:36]4)=[CH:32][C:30]=3[N:31]=2)[CH2:18][CH2:17]1.C(O)(C(F)(F)F)=O>C(Cl)Cl.C(Cl)(Cl)Cl.N>[O:16]1[CH2:22][CH2:21][CH2:20][N:19]([CH2:23][CH2:24][NH:25][C:26]2[N:27]=[N+:28]([O-:39])[C:29]3[CH:38]=[C:37]4[C:33]([CH2:34][CH2:35][CH2:36]4)=[CH:32][C:30]=3[N+:31]=2[O-:4])[CH2:18][CH2:17]1. Reported procedure: H2O2 (70%, 1.25 mL, ca. 25.8 mmol) was added dropwise to a stirred solution of TFAA (3.6 mL, 25.8 mmol) in DCM (35 mL) at 0° C. The solution was stirred at 20° C. for 10 min, then cooled to 0° C., added to a solution of 1-oxide 48 (0.85 g, 2.58 mmol) and TFA (0.43 mL, 5.50 mmol) in CHCl3 (35 mL) at 0° C. The solution was stirred at 20° C. for 5 h, diluted with dilute aqueous NH3 solution until basic and extracted with CHCl3 (4×60 mL). The combined organic fraction was dried and the solvent evapo... The reactants are ClC1=CC=NC=C1 (4-chloropyridine), C(C=C)NCC=C (diallylamine). Conditions: temperature 130 celsius. Product: C(C=C)N(C1=CC=NC=C1)CC=C (4-diallylaminopyridine). The yield is 64.9%. As a reaction SMILES: Cl[C:2]1[CH:7]=[CH:6][N:5]=[CH:4][CH:3]=1.[CH2:8]([NH:11][CH2:12][CH:13]=[CH2:14])[CH:9]=[CH2:10]>>[CH2:8]([N:11]([CH2:12][CH:13]=[CH2:14])[C:2]1[CH:7]=[CH:6][N:5]=[CH:4][CH:3]=1)[CH:9]=[CH2:10]. Procedure: The title compound was prepared by hydrosilation of 4-diallylaminopyridine with dimethyl(ethoxy)silane, (EtO)Me2SiH. The 4-diallylaminopyridine was obtained by reaction of 4-chloropyridine with diallylamine. Thus, in an experiment similar to that described in Example 1, 4-chloropyridine (11.2 g; 0.10 mol) and diallylamine (14.6 g; 0.15 mol) were combined in an ampoule, degassed under vacuum, sealed and heated for three days at 130° C. The product mixture was dissolved in water, neutralized with ... The reactants are FC1=C(C=CC(=C1)F)C1=CC=C(C=C1)O (4-(2',4'-difluorophenyl)phenol), ClCCOS(=O)(=O)C1=CC=C(C=C1)C (2-chloroethyl-p-toluene-sulfonate), [OH-].[Na+] (sodium hydroxide). Solvent: ClCCl (dichloromethane), O (water). Product: FC1=C(C=CC(=C1)F)C1=CC=C(C=C1)OCCCl (2',4'-difluoro-4(2-chloroethoxy)biphenyl), final product. As a reaction SMILES: [OH-].[Na+].[F:3][C:4]1[CH:9]=[C:8]([F:10])[CH:7]=[CH:6][C:5]=1[C:11]1[CH:16]=[CH:15][C:14]([OH:17])=[CH:13][CH:12]=1.[Cl:18][CH2:19][CH2:20]OS(C1C=CC(C)=CC=1)(=O)=O>O.ClCCl>[F:3][C:4]1[CH:9]=[C:8]([F:10])[CH:7]=[CH:6][C:5]=1[C:11]1[CH:16]=[CH:15][C:14]([O:17][CH2:20][CH2:19][Cl:18])=[CH:13][CH:12]=1 |f:0.1|. Reported procedure: The compound 2',4'-difluoro-4(2-chloroethoxy)biphenyl is prepared by a process wherein to a solution of 15 g of sodium hydroxide in 30 ml of water there is added 68.2 g of 4-(2',4'-difluorophenyl)phenol and 106 g of 2-chloroethyl-p-toluene-sulfonate. The mixture is heated to about 95°-100° C. while stirring (at 96°-98° C. an exothermic reaction occurs) and maintained at this temperature for 5 hours. The resulting material is diluted with dichloromethane, washed with water, and evacuated until dr... Starting materials: C(CCC)N(S(=O)(=O)C1=CC=C(C=C1)C)CCO (N-butyl-N-(2-hydroxy-ethyl)-4-methyl-benzenesulfonamide), CC(=O)C.OS(=O)(=O)O.O=[Cr](=O)=O (Jones reagent). The solvent is CC(=O)C (acetone). Conditions: temperature 0 celsius, time 4 hour. The product is C(CCC)N(S(=O)(=O)C1=CC=C(C=C1)C)CC(=O)O ([butyl-(toluene-4-sulfonyl)-amino]-acetic acid). As a reaction SMILES: [CH2:1]([N:5]([CH2:16][CH2:17][OH:18])[S:6]([C:9]1[CH:14]=[CH:13][C:12]([CH3:15])=[CH:11][CH:10]=1)(=[O:8])=[O:7])[CH2:2][CH2:3][CH3:4].CC(C)=[O:21].OS(O)(=O)=O.O=[Cr](=O)=O>CC(C)=O>[CH2:1]([N:5]([CH2:16][C:17]([OH:21])=[O:18])[S:6]([C:9]1[CH:10]=[CH:11][C:12]([CH3:15])=[CH:13][CH:14]=1)(=[O:8])=[O:7])[CH2:2][CH2:3][CH3:4] |f:1.2.3|. Reported procedure: Dissolve N-butyl-N-(2-hydroxy-ethyl)-4-methyl-benzenesulfonamide (10 mmol) in acetone (50 mL) and cool to 0° C. Add a slight excess of Jones reagent dropwise and allow the reaction to stir for 4 hours at 0° C. Add excess isopropanol and filter the reaction through a plug of diatomaceous earth. Rinse the plug with acetone (2×50 mL) and methylene chloride (3×50 mL). Combine the filtrates and concentrate under vacuum. Purify the residue by flash chromatography (silica gel, methanol/methylene chlori... Starting materials: CN(C)C=CC=O, CC1=CN=C(C=C1)N, [C-]#[N+]C1CCCCC1. The reagents and catalysts are O=C(O)C(F)(F)F (trifluoroacetic acid). Solvent: CC(C)O (isopropyl alcohol), CC(C)O (isopropylalcohol). Conditions: temperature 22 celsius, time 20 hour. Product: Cc1ccc2nc(C=CN(C)C)c(NC3CCCCC3)n2c1. The yield is 0.0%. RXN SMILES: CC1=CC=C(N)N=C1.[C-]#[N+]C1CCCCC1.CN(C)\C=C\C=O>>CN(C)\C=C\C1=C(NC2CCCCC2)N2C=C(C)C=CC2=N1.